From a dataset of the Open Reaction Database (ORD), a public repository of structured organic reaction records. describe an organic reaction: reactants, conditions, products, and yield The reactants are [Na] (sodium), C1=C(C=CC2=CC=CC=C12)C1=C(CBr)C=CC=C1 (2-(2-Naphthyl)benzyl Bromide), [OH-].[K+] (KOH), CC(C(=O)OCC)C(=O)OCC (diethyl methylmalonate). Run in O (H2O), O (H2O), O (H2O), O (H2O). Reaction conditions: temperature 130 celsius. Product: C1=C(C=CC2=CC=CC=C12)C1=C(CC(C(=O)O)C)C=CC=C1 ((±)-2-(2-(2-Naphthyl)benzyl)propionic Acid). RXN SMILES: [CH3:1][CH:2]([C:8](OCC)=O)[C:3]([O:5]CC)=[O:4].[Na].[CH:14]1[C:23]2[C:18](=[CH:19][CH:20]=[CH:21][CH:22]=2)[CH:17]=[CH:16][C:15]=1[C:24]1[CH:31]=[CH:30][CH:29]=[CH:28][C:25]=1CBr.[OH-].[K+]>O>[CH:14]1[C:23]2[C:18](=[CH:19][CH:20]=[CH:21][CH:22]=2)[CH:17]=[CH:16][C:15]=1[C:24]1[CH:31]=[CH:30][CH:29]=[CH:28][C:25]=1[CH2:8][CH:2]([CH3:1])[C:3]([OH:5])=[O:4] |f:3.4,^1:12|. Procedure: 70 g (0.37 mmol) of diethyl methylmalonate dissolved in 50 cm3 of H2O-free EtOH were added dropwise at room temperature to 8.5 g (0.37 mmol) of sodium in 100 cm3 of H2O-free EtOH. Subsequently, 110 g (0.37 mmol) of 14 in 200 cm3 of H2O-free EtOH were added dropwise and the mixture was heated under reflux for 3 hours. 62 g (1.1 mol) of KOH dissolved in 100 cm3 of H2O were added at room temperature and the mixture was heated under reflux for a further 4 hours. The solvents were removed under reduc...